From a dataset of the Open Reaction Database (ORD), a public repository of structured organic reaction records. describe an organic reaction: reactants, conditions, products, and yield Reactants: [Li]C, Cl, [Na+], [Na+], O=C([O-])[O-], O, CN1CCC2(CC1)c1ccccc1C(=O)c1c(O)cccc12. Yields the product CN1CCC2(CC1)c1ccccc1C(C)(O)c1c(O)cccc12. RXN SMILES: [CH3:1][Li:2].[ClH:25].[Na+:26].[Na+:27].[O-:28][C:29](=[O:30])[O-:31].[OH2:32].[OH:3][c:4]1[cH:5][cH:6][cH:7][c:8]2[c:9]1[C:10](=[O:24])[c:11]1[cH:12][cH:13][cH:14][cH:15][c:16]1[C:17]21[CH2:18][CH2:19][N:20]([CH3:23])[CH2:21][CH2:22]1>>[OH:3][c:4]1[cH:5][cH:6][cH:7][c:8]2[c:9]1[C:10]([OH:24])([CH3:29])[c:11]1[cH:12][cH:13][cH:14][cH:15][c:16]1[C:17]21[CH2:18][CH2:19][N:20]([CH3:23])[CH2:21][CH2:22]1. Reactants: Compound II, CN(NC(NCC1=CC=CC2=CC=CC=C12)=O)CC(=O)O (2-(1-methyl-2-(naphthalen-1-ylmethylcarbamoyl)hydrazinyl)acetic acid), N[C@@H](CC(=O)OC(C)(C)C)C(=O)N([C@H](C(OCC)OCC)C)CC=1C2=C(SC1)C=CC=C2 ((S)-tert-butyl 3-amino-4-((benzo[b]thiophen-3-ylmethyl)((S)-1,1-diethoxypropan-2-yl)amino)-4-oxobutanoate). The product is S1C2=C(C(=C1)CN(C([C@H](CC(=O)OC(C)(C)C)NC(CN(NC(NCC1=CC=CC3=CC=CC=C13)=O)C)=O)=O)[C@H](C(OCC)OCC)C)C=CC=C2 ((S)-tert-butyl 4-((benzo[b]thiophen-3-ylmethyl)((S)-1,1-diethoxypropan-2-yl)amino)-3-(2-(1-methyl-2-(naphthalen-1-ylmethylcarbamoyl)hydrazinyl)acetamido)-4-oxobutanoate). As a reaction SMILES: [CH3:1][N:2]([CH2:18][C:19]([OH:21])=O)[NH:3][C:4](=[O:17])[NH:5][CH2:6][C:7]1[C:16]2[C:11](=[CH:12][CH:13]=[CH:14][CH:15]=2)[CH:10]=[CH:9][CH:8]=1.[NH2:22][C@H:23]([C:32]([N:34]([CH2:44][C:45]1[C:46]2[CH:53]=[CH:52][CH:51]=[CH:50][C:47]=2[S:48][CH:49]=1)[C@@H:35]([CH3:43])[CH:36]([O:40][CH2:41][CH3:42])[O:37][CH2:38][CH3:39])=[O:33])[CH2:24][C:25]([O:27][C:28]([CH3:31])([CH3:30])[CH3:29])=[O:26]>>[S:48]1[CH:49]=[C:45]([CH2:44][N:34]([C@@H:35]([CH3:43])[CH:36]([O:37][CH2:38][CH3:39])[O:40][CH2:41][CH3:42])[C:32](=[O:33])[C@@H:23]([NH:22][C:19](=[O:21])[CH2:18][N:2]([CH3:1])[NH:3][C:4](=[O:17])[NH:5][CH2:6][C:7]2[C:16]3[C:11](=[CH:12][CH:13]=[CH:14][CH:15]=3)[CH:10]=[CH:9][CH:8]=2)[CH2:24][C:25]([O:27][C:28]([CH3:29])([CH3:30])[CH3:31])=[O:26])[C:46]2[CH:53]=[CH:52][CH:51]=[CH:50][C:47]1=2. Reported procedure: According to the procedure described in the synthesis method of Compound II-15, 2-(1-methyl-2-(naphthalen-1-ylmethylcarbamoyl)hydrazinyl)acetic acid (Compound VI-8) 93 mg (0.32 mmol) was coupled with (S)-tert-butyl 3-amino-4-((benzo[b]thiophen-3-ylmethyl)((S)-1,1-diethoxypropan-2-yl)amino)-4-oxobutanoate (Compound IV-18) 100 mg (0.22 mmol) to obtain the title compound.